Task: describe an organic reaction: reactants, conditions, products, and yield. Dataset: the Open Reaction Database (ORD), a public repository of structured organic reaction records Starting materials: Nc1ccc(Br)cn1, Cc1ccccc1, OB(O)C1CC1, [K+], [K+], [K+], CC(=O)[O-], CC(=O)[O-], O, O=P([O-])([O-])[O-], [Pd+2]. Product: Nc1ccc(C2CC2)cn1. As a reaction SMILES: [Br:1][c:2]1[cH:3][cH:4][c:5]([NH2:8])[n:6][cH:7]1.[CH3:23][c:24]1[cH:25][cH:26][cH:27][cH:28][cH:29]1.[CH:9]1([B:12]([OH:13])[OH:14])[CH2:10][CH2:11]1.[K+:20].[K+:21].[K+:22].[O-:32][C:33]([CH3:34])=[O:35].[O-:36][C:37]([CH3:38])=[O:39].[OH2:30].[P:15]([O-:16])([O-:17])([O-:18])=[O:19].[Pd+2:31]>>[c:2]1([CH:9]2[CH2:10][CH2:11]2)[cH:3][cH:4][c:5]([NH2:8])[n:6][cH:7]1. Reactants: CN(C=O)C (DMF), COC(C1=CSC=C1)OC (Thiophene-3-carboxaldehyde Dimethyl Acetal), C(CCC)[Li] (n-butyllithium), ice. Solvent: CCOCC (ether), CCOCC (ether), CCOCC (ether). Conditions: time 0.5 hour. Yields the product COC(C1=C(SC=C1)C=O)OC (2-Formylthiophene-3-carboxaldehyde Dimethylacetal). As a reaction SMILES: [CH3:1][O:2][CH:3]([O:9][CH3:10])[C:4]1[CH:8]=[CH:7][S:6][CH:5]=1.C([Li])CCC.CN(C)[CH:18]=[O:19]>CCOCC>[CH3:1][O:2][CH:3]([O:9][CH3:10])[C:4]1[CH:8]=[CH:7][S:6][C:5]=1[CH:18]=[O:19]. Procedure details: To a stirred solution of 2a (423 g., 2.68 moles) in anhydrous ether (1 L) was added dropwise in 1 hour a freshly prepared solution of n-butyllithium (27 moles) in ether keeping a gentle reflux under dry N2. Reflux being continued for 0.5 hour, a solution of DMF (dimethylformamide) (432 g., 6 moles) in anhydrous ether (0.8 L) was added dropwise to the mixture over a period of 0.75 hour with vigorous stirring. After the complete addition the mixture was stirred overnight, poured onto crushed ice (... Starting materials: COC(=O)C1(N(OCc2ccccc2)C(C)=O)CCN(Cc2ccccc2)CC1, CC(=O)O, [H][H]. Yields the product COC(=O)C1(N(OCc2ccccc2)C(C)=O)CCNCC1. Reaction SMILES: [CH2:1]([c:2]1[cH:3][cH:4][cH:5][cH:6][cH:7]1)[N:8]1[CH2:9][CH2:10][C:11]([N:14]([C:15]([CH3:16])=[O:17])[O:18][CH2:19][c:20]2[cH:21][cH:22][cH:23][cH:24][cH:25]2)([C:26](=[O:27])[O:28][CH3:29])[CH2:12][CH2:13]1.[CH3:32][C:33](=[O:34])[OH:35].[H:30][H:31]>>[NH:8]1[CH2:9][CH2:10][C:11]([N:14]([C:15]([CH3:16])=[O:17])[O:18][CH2:19][c:20]2[cH:21][cH:22][cH:23][cH:24][cH:25]2)([C:26](=[O:27])[O:28][CH3:29])[CH2:12][CH2:13]1. Reaction conditions: temperature 45 celsius, time 9 day. Reaction SMILES: [NH2:1][C:2]1[N:10]=[C:9]2[C:5]([N:6]=[CH:7][NH:8]2)=[C:4]([NH:11][CH2:12][CH2:13][CH2:14][CH2:15][CH2:16][CH3:17])[N:3]=1.[F:18][C@@H:19]1[C@@H:23]([CH2:24][OH:25])[O:22][C@@H:21](N2C=CC(=O)NC2=O)[CH2:20]1.[N-]=[N+]=[N-].[K+].[C@@H]1(N2C=C(C)C(=O)NC2=O)O[C@H](CO)[C@@H](O)C1>P([O-])([O-])([O-])=O.[K+].[K+].[K+].CO>[NH2:1][C:2]1[N:10]=[C:9]2[C:5]([N:6]=[CH:7][N:8]2[C@@H:21]2[O:22][C@H:23]([CH2:24][OH:25])[C@@H:19]([F:18])[CH2:20]2)=[C:4]([NH:11][CH2:12][CH2:13][CH2:14][CH2:15][CH2:16][CH3:17])[N:3]=1 |f:2.3,5.6.7.8|. Run in CO (MeOH), P(=O)([O-])([O-])[O-].[K+].[K+].[K+] (potassium phosphate). Product: NC1=NC(=C2N=CN(C2=N1)[C@H]1C[C@@H]([C@H](O1)CO)F)NCCCCCC (2-amino-9(2,3-dideoxy-3-fluoro-β-D-erythro-pentofuranosyl)-6-hexylamino-9H-purine). The yield is 61.9%. Starting materials: [C@@H]1(C[C@H](O)[C@@H](CO)O1)N1C(=O)NC(=O)C(C)=C1 (thymidine), NC1=NC(=C2N=CNC2=N1)NCCCCCC (2-Amino-6-hexylamino-9H-purine), Purine nucleoside, F[C@H]1C[C@@H](O[C@@H]1CO)N1C(=O)NC(=O)C=C1 (2',3'-dideoxy-3'-fluorouridine), [N-]=[N+]=[N-].[K+] (potassium azide). Procedure: 2-Amino-6-hexylamino-9H-purine (0.63 g, 2.6 mmoles) and 2',3'-dideoxy-3'-fluorouridine (0.50 g, 2.2 mmoles) were suspended in 50 ml 10 mM potassium phosphate buffer, pH 7.0, containing 0.04% potassium azide. Purine nucleoside phosphorylase (1120 I.U.) and thymidine phosphorylase (10,000 I.U.) (Krenitsky, et al., Biochemistry, 20, 3615, 1981 and U.S. Pat. No. 4,381,344) immobilized on DEAE cellulose was added to the reaction and the suspension was stirred at 45° C. After 9 days, 150 ml MeOH was a... Reactants: O=[N+]([O-])c1cncc(Br)c1O, CCN(CC)c1ccccc1, ClP(Cl)Cl. Product: O=[N+]([O-])c1cncc(Br)c1Cl. As a reaction SMILES: [Br:1][c:2]1[cH:3][n:4][cH:5][c:6]([N+:9](=[O:10])[O-:11])[c:7]1[OH:8].[CH2:12]([N:13]([CH2:14][CH3:15])[c:16]1[cH:17][cH:18][cH:19][cH:20][cH:21]1)[CH3:22].[Cl:23][P:24]([Cl:25])[Cl:26]>>[Br:1][c:2]1[cH:3][n:4][cH:5][c:6]([N+:9](=[O:10])[O-:11])[c:7]1[Cl:23]. Reactants: ClC1=C2CCCC(C2=CC=C1)=NO (5-chloro-3,4dihydro-1(2H)-naphthalenone oxime), C1(=CC=CC=C1)N1CNC(C12CCNCC2)=O (1-phenyl-1,3,8-triazaspiro[4.5]decan-4-one). The product is Cl.ClC1=C2CCCC(C2=CC=C1)N1CCC2(C(NCN2C2=CC=CC=C2)=O)CC1 ((RS)-8-(5-Chloro-1,2,3,4-tetrahydro-naphthalen-1-yl)-1-phenyl-1,3,8-triaza-spiro[4.5]decan-4-one hydrochloride). As a reaction SMILES: [Cl:1][C:2]1[CH:11]=[CH:10][CH:9]=[C:8]2[C:3]=1[CH2:4][CH2:5][CH2:6][C:7]2=[N:12]O.[C:14]1([N:20]2[C:24]3([CH2:29][CH2:28]N[CH2:26][CH2:25]3)[C:23](=[O:30])[NH:22][CH2:21]2)[CH:19]=[CH:18][CH:17]=[CH:16][CH:15]=1>>[ClH:1].[Cl:1][C:2]1[CH:11]=[CH:10][CH:9]=[C:8]2[C:3]=1[CH2:4][CH2:5][CH2:6][CH:7]2[N:12]1[CH2:28][CH2:29][C:24]2([N:20]([C:14]3[CH:15]=[CH:16][CH:17]=[CH:18][CH:19]=3)[CH2:21][NH:22][C:23]2=[O:30])[CH2:25][CH2:26]1 |f:2.3|. Procedure details: The title compound, m.p.>250° C. and MS: m/e=396.2 (M+H+) was prepared in accordance with the general method of example 11 from 5-chloro-3,4dihydro-1(2H)-naphthalenone oxime and 1-phenyl-1,3,8-triazaspiro[4.5]decan-4-one. Reactants: BrC(Br)(Br)Br, CC(C)(C)OC(=O)NC(CO)Cc1cccnc1, ClCCl, c1ccc(P(c2ccccc2)c2ccccc2)cc1. Yields the product CC(C)(C)OC(=O)NC(CBr)Cc1cccnc1. As a reaction SMILES: [C:19]([Br:20])([Br:21])([Br:22])[Br:23].[C:1]([CH3:2])([CH3:3])([CH3:4])[O:5][C:6]([NH:7][CH:8]([CH2:9][OH:10])[CH2:11][c:12]1[cH:13][n:14][cH:15][cH:16][cH:17]1)=[O:18].[Cl:43][CH2:44][Cl:45].[c:24]1([P:25]([c:26]2[cH:27][cH:28][cH:29][cH:30][cH:31]2)[c:32]2[cH:33][cH:34][cH:35][cH:36][cH:37]2)[cH:38][cH:39][cH:40][cH:41][cH:42]1>>[C:1]([CH3:2])([CH3:3])([CH3:4])[O:5][C:6]([NH:7][CH:8]([CH2:9][Br:20])[CH2:11][c:12]1[cH:13][n:14][cH:15][cH:16][cH:17]1)=[O:18].